From a dataset of the Open Reaction Database (ORD), a public repository of structured organic reaction records. describe an organic reaction: reactants, conditions, products, and yield Starting materials: solution, bis(trimethylsilyl)sodium amide, NC1=NC(=NC(=C1N(C(OC)=O)CC(F)F)N)C1=NN(C2=NC=CC=C21)CC2=C(C=CC=C2)F (Methyl {4,6-diamino-2-[1-(2-fluorobenzyl)-1H-pyrazolo[3,4-b]pyridin-3-yl]pyrimidin-5-yl}(2,2-difluoroethyl)carbamate). The solvent is O1CCCC1 (tetrahydrofuran), O1CCCC1 (tetrahydrofuran). Conditions: time 8 hour. The product is NC1=C2N(C(NC2=NC(=N1)C1=NN(C2=NC=CC=C21)CC2=C(C=CC=C2)F)=O)CC(F)F (6-Amino-7-(2,2-difluoroethyl)-2-[1-(2-fluorobenzyl)-1H-pyrazolo[3,4-b]pyridin-3-yl]-7,9-dihydro-8H-purin-8-one). Yield: 65.9%. As a reaction SMILES: [NH2:1][C:2]1[C:7]([N:8]([CH2:13][CH:14]([F:16])[F:15])[C:9](=[O:12])OC)=[C:6]([NH2:17])[N:5]=[C:4]([C:18]2[C:26]3[C:21](=[N:22][CH:23]=[CH:24][CH:25]=3)[N:20]([CH2:27][C:28]3[CH:33]=[CH:32][CH:31]=[CH:30][C:29]=3[F:34])[N:19]=2)[N:3]=1>O1CCCC1>[NH2:17][C:6]1[N:5]=[C:4]([C:18]2[C:26]3[C:21](=[N:22][CH:23]=[CH:24][CH:25]=3)[N:20]([CH2:27][C:28]3[CH:33]=[CH:32][CH:31]=[CH:30][C:29]=3[F:34])[N:19]=2)[N:3]=[C:2]2[C:7]=1[N:8]([CH2:13][CH:14]([F:16])[F:15])[C:9](=[O:12])[NH:1]2. Procedure: 132 mg (0.279 mmol) of the compound prepared in example 12A were dissolved in tetrahydrofuran (8 ml), and 0.307 ml of a 1M solution of bis(trimethylsilyl)sodium amide in tetrahydrofuran were added at 0° C. Stirring of the mixture at RT was continued overnight. This was followed by concentration and purification of the residue by means of preparative HPLC (eluent: acetonitrile/water with 0.05% formic acid, gradient). 81 mg of the title compound were obtained (62% of theory). Reactants: C(C)(C)(C)OC(=O)N1CC(C2=C3C=C(NC3=CC=C21)C(=O)OC)CON2C(CCCC2(C)C)(C)C (methyl 3-(t-butyloxycarbonyl)-1-[(2,2,6,6-tetramethylpiperidino)oxy]methyl-1,2-dihydro-3H-pyrrolo[3,2-e]indole-7-carboxylate), O (H2O). The reagents and catalysts are [Zn] (Zinc). The solvent is C1CCOC1 (THF), CC(=O)O (HOAc). Yields the product C(C)(C)(C)OC(=O)N1CC(C2=C3C=C(NC3=CC=C21)C(=O)OC)CO (methyl 3-(t-butyloxycarbonyl)-1-hydroxymethyl-1,2-dihydro-3H-pyrrolo[3,2-e]indole-7-carboxylate). The yield is 79.0%. Reaction SMILES: [C:1]([O:5][C:6]([N:8]1[C:19]2[C:11](=[C:12]3[C:16](=[CH:17][CH:18]=2)[NH:15][C:14]([C:20]([O:22][CH3:23])=[O:21])=[CH:13]3)[CH:10]([CH2:24][O:25]N2C(C)(C)CCCC2(C)C)[CH2:9]1)=[O:7])([CH3:4])([CH3:3])[CH3:2].O>C1COCC1.CC(O)=O.[Zn]>[C:1]([O:5][C:6]([N:8]1[C:19]2[C:11](=[C:12]3[C:16](=[CH:17][CH:18]=2)[NH:15][C:14]([C:20]([O:22][CH3:23])=[O:21])=[CH:13]3)[CH:10]([CH2:24][OH:25])[CH2:9]1)=[O:7])([CH3:4])([CH3:3])[CH3:2]. Procedure: Zinc powder (7.39 g, 113 mmol) was added to a solution of 54 (6.86 g, 14.1 mmol) in THF (150 mL), HOAc (150 mL), and H2O (50 mL). The mixture was stirred at reflux for 40 min, cooled, and filtered through Celite eluting with EtOAc. The filtrate was evaporated and the residue diluted with H2O and extracted with EtOAc (×2). The extracts were washed with H2O, aq NaHCO3, and dried (Na2SO4) and evaporated. Recrystallization from MeOH gave methyl 3-(t-butyloxycarbonyl)-1-hydroxymethyl-1,2-dihydro-3H-p... Starting materials: C(#N)C1=CNC2=CC=C(C=C12)CCNC(C1=C(C=C(C=C1)C=1C=CC(=NC1)OC)C)=O (N-[2-(3-Cyano-1H-indol-5-yl)-ethyl]-4-(2-methoxy-pyridin-5-yl)-2-methyl-benzamide), Cl.[NH+]1=CC=CC=C1 (pyridinium hydrochloride), O (water). Conditions: temperature 160 celsius, time 3 minute. Product: C(#N)C1=CNC2=CC=C(C=C12)CCNC(C1=C(C=C(C=C1)C1=CC=CNC1=O)C)=O (N-[2-(3-Cyano-1H-indol-5-yl)-ethyl]-2-methyl-4-(6-oxo-1,6-dihydro-pyridin-5-yl)-benzamide). As a reaction SMILES: [C:1]([C:3]1[C:11]2[C:6](=[CH:7][CH:8]=[C:9]([CH2:12][CH2:13][NH:14][C:15](=[O:31])[C:16]3[CH:21]=[CH:20][C:19]([C:22]4[CH:23]=[CH:24][C:25](OC)=[N:26][CH:27]=4)=[CH:18][C:17]=3[CH3:30])[CH:10]=2)[NH:5][CH:4]=1)#[N:2].Cl.[NH+]1C=CC=CC=1.[OH2:39]>>[C:1]([C:3]1[C:11]2[C:6](=[CH:7][CH:8]=[C:9]([CH2:12][CH2:13][NH:14][C:15](=[O:31])[C:16]3[CH:21]=[CH:20][C:19]([C:22]4[C:27](=[O:39])[NH:26][CH:25]=[CH:24][CH:23]=4)=[CH:18][C:17]=3[CH3:30])[CH:10]=2)[NH:5][CH:4]=1)#[N:2] |f:1.2|. Procedure: A mixture of N-[2-(3-Cyano-1H-indol-5-yl)-ethyl]-4-(2-methoxy-pyridin-5-yl)-2-methyl-benzamide (146 mg, 0.35 mmol) (reference example 1n) and pyridinium hydrochloride (3 g) is heated to 160° C. and stirred at this temperature for 3 minutes. The liquid is then cooled and mixed with water. The resulting precipitated solid is filtered, washed with water (3×) then dried under vacuum to give 133 mg of th title compound as a solid. This material is used without further purification. MS (ion spray) m/z... Reactants: FC=1C=C(C=CC1OC1=C2C(=NNC2=CC=C1)C)N (3-Fluoro-4-[(3-methyl-1H-indazol-4-yl)oxy]phenylamine), ClC1=NC(=NC(=C1)C1=CC=NC=C1)N (4-Chloro-6-(4-pyridinyl)-2-pyrimidinamine), Cl (hydrochloric acid). Reaction SMILES: [F:1][C:2]1[CH:3]=[C:4]([NH2:19])[CH:5]=[CH:6][C:7]=1[O:8][C:9]1[CH:17]=[CH:16][CH:15]=[C:14]2[C:10]=1[C:11]([CH3:18])=[N:12][NH:13]2.Cl[C:21]1[CH:26]=[C:25]([C:27]2[CH:32]=[CH:31][N:30]=[CH:29][CH:28]=2)[N:24]=[C:23]([NH2:33])[N:22]=1.Cl>O>[NH2:33][C:23]1[N:22]=[C:21]([NH:19][C:4]2[CH:5]=[CH:6][C:7]([O:8][C:9]3[CH:17]=[CH:16][CH:15]=[C:14]4[C:10]=3[C:11]([CH3:18])=[N:12][NH:13]4)=[C:2]([F:1])[CH:3]=2)[CH:26]=[C:25]([C:27]2[CH:32]=[CH:31][N:30]=[CH:29][CH:28]=2)[N:24]=1. Solvent: O (water). Reported procedure: 60 mg (0.23 mmol) of 3-fluoro-4-[(3-methyl-1H-indazol-4-yl)oxy]phenylamine (from example III) and 48 mg (0.23 mmol) of 4-chloro-6-(4-pyridinyl)-2-pyrimidineamine (from example XXIX) are suspended in 4 ml of water, and 0.02 ml of concentrated hydrochloric acid is added. The reaction mixture is heated at reflux overnight, resulting in the formation of a brown precipitate. This is filtered off, washed repeatedly with water and dried under high vacuum. This gives 65 mg (65% of theory) of the product... Yields the product NC1=NC(=CC(=N1)NC1=CC(=C(C=C1)OC1=C2C(=NNC2=CC=C1)C)F)C1=CC=NC=C1 (N-[2-Amino-6-(4-pyridinyl)-4-pyrimidinyl]-N-{3-fluoro-4-[(3-methyl-1H-indazol-4-yl)oxy]phenyl}amine). Reactants: CC=1C=C(C=CC1[N+](=O)[O-])CS(=O)C1=[N+](C=CC=C1)[O-] (2-[[(3-methyl-4-nitrophenyl)methyl]sulfinyl]-pyridine-1-oxide), C(C)(=O)OO (peracetic acid). Solvent: C(C)(=O)O (acetic acid), C(C)(=O)O (acetic acid). Product: CC=1C=C(C=CC1[N+](=O)[O-])CS(=O)(=O)C1=[N+](C=CC=C1)[O-] (2-[[(3-methyl-4-nitrophenyl)methyl]sulfonyl]pyridine-N-oxide). Reaction SMILES: [CH3:1][C:2]1[CH:3]=[C:4]([CH2:11][S:12]([C:14]2[CH:19]=[CH:18][CH:17]=[CH:16][N+:15]=2[O-:20])=[O:13])[CH:5]=[CH:6][C:7]=1[N+:8]([O-:10])=[O:9].C(OO)(=[O:23])C>C(O)(=O)C>[CH3:1][C:2]1[CH:3]=[C:4]([CH2:11][S:12]([C:14]2[CH:19]=[CH:18][CH:17]=[CH:16][N+:15]=2[O-:20])(=[O:23])=[O:13])[CH:5]=[CH:6][C:7]=1[N+:8]([O-:10])=[O:9]. Procedure: To a mixture of 9.5 g of 2-[[(3-methyl-4-nitrophenyl)methyl]sulfinyl]-pyridine-1-oxide in 50 ml of acetic acid was added, dropwise with stirring at room temperature, 9.17 g of 40% peracetic acid in acetic acid. After addition, a short period of heating was required to complete the reaction. Excess peracetic acid was then destroyed by the addition of sodium bisulfite and this was followed by the addition of 200 ml of water and potassium carbonate to neutralize the acidic solution. The white solid... The reactants are CC(C)C(NC(=O)C(NC(=O)OC(C)(C)C)C(C)C)C(=O)O, C(=NC1CCCCC1)=NC1CCCCC1, O=c1[nH]c(=O)n(C2CC(O)C(CCl)O2)cc1C=CBr, ClCCl. Product: CC(C)C(NC(=O)OC(C)(C)C)C(=O)NC(C(=O)OC1CC(n2cc(C=CBr)c(=O)[nH]c2=O)OC1CCl)C(C)C. RXN SMILES: [C:20]([CH3:21])([CH3:22])([CH3:23])[O:24][C:25](=[O:26])[NH:27][CH:28]([CH:29]([CH3:30])[CH3:31])[C:32](=[O:33])[NH:34][CH:35]([CH:36]([CH3:37])[CH3:38])[C:39](=[O:40])[OH:41].[CH:42]1([N:43]=[C:44]=[N:45][CH:46]2[CH2:47][CH2:48][CH2:49][CH2:50][CH2:51]2)[CH2:52][CH2:53][CH2:54][CH2:55][CH2:56]1.[Cl:1][CH2:2][CH:3]1[CH:4]([OH:19])[CH2:5][CH:6]([n:8]2[c:9](=[O:10])[nH:11][c:12](=[O:13])[c:14]([CH:16]=[CH:17][Br:18])[cH:15]2)[O:7]1.[Cl:57][CH2:58][Cl:59]>>[Cl:1][CH2:2][CH:3]1[CH:4]([O:19][C:39]([CH:35]([NH:34][C:32]([CH:28]([NH:27][C:25]([O:24][C:20]([CH3:21])([CH3:22])[CH3:23])=[O:26])[CH:29]([CH3:30])[CH3:31])=[O:33])[CH:36]([CH3:37])[CH3:38])=[O:40])[CH2:5][CH:6]([n:8]2[c:9](=[O:10])[nH:11][c:12](=[O:13])[c:14]([CH:16]=[CH:17][Br:18])[cH:15]2)[O:7]1. Starting materials: O=C1NC2=C(CCN1C1CCN(CC1)C(=O)O[C@@H](C(=O)N1CCC(CC1)N1CCN(CC1)C)CC1=CC(=C(C(=C1)C)N)N)C=CC=C2 ((R)-1-(3,4-diamino-5-methyl-benzyl)-2-[4-(4-methyl-piperazin-1-yl)-piperidin-1-yl]-2-oxo-ethyl 4-(2-oxo-1,2,4,5-tetrahydro-1,3-benzodiazepin-3-yl)-piperidine-1-carboxylate), FC(C=O)(F)F (trifluoroacetaldehyde). Reagents/catalysts: C(=O)(C(F)(F)F)O (TFA). Solvent: CN(C)C=O (DMF). Run at temperature 100 celsius, time 2 hour. Product: O=C1NC2=C(CCN1C1CCN(CC1)C(=O)O[C@@H](C(=O)N1CCC(CC1)N1CCN(CC1)C)CC1=CC3=C(NC(=N3)C(F)(F)F)C(=C1)C)C=CC=C2 ((R)-2-[4-(4-methyl-piperazin-1-yl)-piperidin-1-yl]-1-(7-methyl-2-trifluoromethyl-1H-benzimidazol-5-ylmethyl)-2-oxo-ethyl 4-(2-oxo-1,2,4,5-tetrahydro-1,3-benzodiazepin-3-yl)-piperidine-1-carboxylate). As a reaction SMILES: [O:1]=[C:2]1[N:8]([CH:9]2[CH2:14][CH2:13][N:12]([C:15]([O:17][C@H:18]([CH2:34][C:35]3[CH:40]=[C:39]([CH3:41])[C:38]([NH2:42])=[C:37]([NH2:43])[CH:36]=3)[C:19]([N:21]3[CH2:26][CH2:25][CH:24]([N:27]4[CH2:32][CH2:31][N:30]([CH3:33])[CH2:29][CH2:28]4)[CH2:23][CH2:22]3)=[O:20])=[O:16])[CH2:11][CH2:10]2)[CH2:7][CH2:6][C:5]2[CH:44]=[CH:45][CH:46]=[CH:47][C:4]=2[NH:3]1.[F:48][C:49]([F:53])([F:52])[CH:50]=O>CN(C=O)C.C(O)(C(F)(F)F)=O>[O:1]=[C:2]1[N:8]([CH:9]2[CH2:14][CH2:13][N:12]([C:15]([O:17][C@H:18]([CH2:34][C:35]3[CH:40]=[C:39]([CH3:41])[C:38]4[NH:42][C:50]([C:49]([F:53])([F:52])[F:48])=[N:43][C:37]=4[CH:36]=3)[C:19]([N:21]3[CH2:26][CH2:25][CH:24]([N:27]4[CH2:28][CH2:29][N:30]([CH3:33])[CH2:31][CH2:32]4)[CH2:23][CH2:22]3)=[O:20])=[O:16])[CH2:11][CH2:10]2)[CH2:7][CH2:6][C:5]2[CH:44]=[CH:45][CH:46]=[CH:47][C:4]=2[NH:3]1. Procedure details: A solution of 120 mg (0.16 mmol) (R)-1-(3,4-diamino-5-methyl-benzyl)-2-[4-(4-methyl-piperazin-1-yl)-piperidin-1-yl]-2-oxo-ethyl 4-(2-oxo-1,2,4,5-tetrahydro-1,3-benzodiazepin-3-yl)-piperidine-1-carboxylate in 1 mL DMF was combined with 30 mg (0.26 mmol) trifluoroacetaldehyde and 3 drops of TFA and stirred for 2 h at 100° C. The residue was purified by HPLC, the fractions containing the product were combined and lyophilised.